This data is from the Open Reaction Database (ORD), a public repository of structured organic reaction records. The task is: describe an organic reaction: reactants, conditions, products, and yield Product: O=S(=O)(Cl)c1ccc(F)c(Br)c1. As a reaction SMILES: [Br:2][c:3]1[cH:4][c:5]([NH2:10])[cH:6][cH:7][c:8]1[F:9].[C:11]([O:12][N+:13]([O-:14])=[O:15])([CH3:16])([CH3:17])[CH3:18].[CH3:25][OH:26].[Cl:22][CH2:23][Cl:24].[Cl:27][Cu:28][Cl:29].[ClH:1].[O:19]=[S:20]=[O:21]>>[Cl:1][S:20]([c:5]1[cH:4][c:3]([Br:2])[c:8]([F:9])[cH:7][cH:6]1)(=[O:19])=[O:21]. The reactants are Nc1ccc(F)c(Br)c1, CC(C)(C)O[N+](=O)[O-], CO, ClCCl, Cl[Cu]Cl, Cl, O=S=O. Reactants: 4,1-allylcyclopropylsulfonamide, C(C)(C)(C)NS(=O)(=O)C1(CC1)CC=C (N-tert-butyl-(1-allyl)cyclopropylsulfonamide), CC1(CC1)S(=O)(=O)N (1-Methylcyclopropylsulfonamide). Yields the product C(C=C)C1(CC1)S(=O)(=O)N (1-allylcyclopro-pylsulfonamide). The yield is 40.0%. Reaction SMILES: C([NH:5][S:6]([C:9]1([CH2:12][CH:13]=[CH2:14])[CH2:11][CH2:10]1)(=[O:8])=[O:7])(C)(C)C.CC1(S(N)(=O)=O)CC1>>[CH2:12]([C:9]1([S:6]([NH2:5])(=[O:8])=[O:7])[CH2:11][CH2:10]1)[CH:13]=[CH2:14]. Procedure: Example 4,1-allylcyclopropylsulfonamide, was obtained in 40% yield from N-tert-butyl-(1-allyl)cyclopropylsulfonamide according to the procedure described in the synthesis of 1-Methylcyclopropylsulfonamide. The compound was purified by column chromotography over SiO2 using 2% MeOH in CH2Cl2 as the eluent: 1H NMR (CDCl3) δ 0.88 (m, 2H), 1.37 (m, 2H), 2.66 (d, J=7.0 Hz, 2H), 4.80 (s, 2H), 5.16 (m, 2H), 5.82 (m, 1H); 13C NMR (CDCl3) δ 11.2, 35.6, 40.7, 119.0, 133.6. Isolated yield 200.0%. Reported procedure: To a solution of 8-(1-ethyl-propyl)-2,6-dimethyl-3-(3-methyl-5-pyridin-2-yl-thiophen-2-yl)-imidazo[1,2-b]pyridazine (0.55 g, 1.36 mmol) and MeOH (6 mL) is added methane sulfonic acid (0.088 mL, 1.36 mmol). After one hour the solution is concentrated and the solution is treated with Darco-60® for 1 hour, filtered and concentrated to furnish the title compound (0.68 g, 1.36 mmol, >99%). 1H NMR (CDCl3: CD3OD 95:5) δ 0.85 (t, J=7.4 Hz, 6H), 1.67-1.91 (m, 4H), 1.96 (s, 3H), 1.97 (s, 3H), 2.20 (s, 3H)... The product is CS(=O)(=O)O.C(C)C(CC)C=1C=2N(N=C(C1)C)C(=C(N2)C)C=2SC(=CC2C)C2=NC(=CC=C2)C (8-(1-ethyl-propyl)-2,6-dimethyl-3-[3-methyl-5-(6-methyl-pyridin-2-yl)-thiophen-2-yl]-imidazo[1,2-b]pyridazine; compound with methanesulfonic acid). Solvent: CO (MeOH). Starting materials: C(C)C(CC)C=1C=2N(N=C(C1)C)C(=C(N2)C)C=2SC(=CC2C)C2=NC=CC=C2 (8-(1-ethyl-propyl)-2,6-dimethyl-3-(3-methyl-5-pyridin-2-yl-thiophen-2-yl)-imidazo[1,2-b]pyridazine), CS(=O)(=O)O (methane sulfonic acid). RXN SMILES: [CH2:1]([CH:3]([C:6]1[C:7]2[N:8]([C:13]([C:17]3[S:18][C:19]([C:23]4[CH:28]=[CH:27][CH:26]=[CH:25][N:24]=4)=[CH:20][C:21]=3[CH3:22])=[C:14]([CH3:16])[N:15]=2)[N:9]=[C:10]([CH3:12])[CH:11]=1)[CH2:4][CH3:5])[CH3:2].[CH3:29][S:30]([OH:33])(=[O:32])=[O:31]>CO>[CH3:29][S:30]([OH:33])(=[O:32])=[O:31].[CH2:1]([CH:3]([C:6]1[C:7]2[N:8]([C:13]([C:17]3[S:18][C:19]([C:23]4[CH:28]=[CH:27][CH:26]=[C:25]([CH3:29])[N:24]=4)=[CH:20][C:21]=3[CH3:22])=[C:14]([CH3:16])[N:15]=2)[N:9]=[C:10]([CH3:12])[CH:11]=1)[CH2:4][CH3:5])[CH3:2] |f:3.4|. Starting materials: SC=1C=C(C(=O)O)C=CC1OC (3-mercapto-4-methoxybenzoic acid), C([O-])([O-])=O.[K+].[K+] (potassium carbonate), C1(CCCC1)Br (cyclopentyl bromide), Cl (hydrochloric acid). Solvent: CN(C=O)C (dimethylformamide), O (water). Run at temperature 50 celsius. The product is C1(CCCC1)SC=1C=C(C(=O)O)C=CC1OC (3-cyclopentylthio-4-methoxybenzoic acid). Isolated yield 13.2%. As a reaction SMILES: [SH:1][C:2]1[CH:3]=[C:4]([CH:8]=[CH:9][C:10]=1[O:11][CH3:12])[C:5]([OH:7])=[O:6].C(=O)([O-])[O-].[K+].[K+].[CH:19]1(Br)[CH2:23][CH2:22][CH2:21][CH2:20]1.Cl>CN(C)C=O.O>[CH:19]1([S:1][C:2]2[CH:3]=[C:4]([CH:8]=[CH:9][C:10]=2[O:11][CH3:12])[C:5]([OH:7])=[O:6])[CH2:23][CH2:22][CH2:21][CH2:20]1 |f:1.2.3|. Reported procedure: A solution of 3-mercapto-4-methoxybenzoic acid (that is prepared as described in Reference Example 45 from 58 g of 3-chlorosulfonyl-4-methoxybenzoic acid) in dimethylformamide (400 mL) is treated with potassium carbonate (120 g) and cyclopentyl bromide (60 g). The solution is heated at 50° C. for 3 hours, and then it is cooled and poured into water (3 L) containing concentrated hydrochloric acid (250 mL). The resulting solid is filtered off and dried, to give 3-cyclopentylthio-4-methoxybenzoic a... Starting materials: CCN=C=NCCCN(C)C, CN1CCOCC1, O=C(O)Cn1cc2c(n1)CCc1c-2sc2ncnc(Nc3ccc(OCc4cccc(F)c4)c(Cl)c3)c12, CN(C)C=O, On1nnc2ccccc21. Product: CN(C)C1CCN(C(=O)Cn2cc3c(n2)CCc2c-3sc3ncnc(Nc4ccc(OCc5cccc(F)c5)c(Cl)c4)c23)C1. As a reaction SMILES: [CH3:38][N:39]([CH2:40][CH2:41][CH2:42][N:43]=[C:44]=[N:45][CH2:46][CH3:47])[CH3:48].[CH3:49][N:50]1[CH2:51][CH2:52][O:53][CH2:54][CH2:55]1.[Cl:1][c:2]1[cH:3][c:4]([NH:17][c:18]2[n:19][cH:20][n:21][c:22]3[c:23]2[c:24]2[c:25]([s:37]3)-[c:26]3[cH:27][n:28]([CH2:33][C:34](=[O:35])[OH:36])[n:29][c:30]3[CH2:31][CH2:32]2)[cH:5][cH:6][c:7]1[O:8][CH2:9][c:10]1[cH:11][c:12]([F:16])[cH:13][cH:14][cH:15]1.[O:66]=[CH:67][N:68]([CH3:69])[CH3:70].[OH:56][n:57]1[c:58]2[cH:59][cH:60][cH:61][cH:62][c:63]2[n:64][n:65]1>>[Cl:1][c:2]1[cH:3][c:4]([NH:17][c:18]2[n:19][cH:20][n:21][c:22]3[c:23]2[c:24]2[c:25]([s:37]3)-[c:26]3[cH:27][n:28]([CH2:33][C:34](=[O:35])[N:43]4[CH2:42][CH2:41][CH:40]([N:39]([CH3:38])[CH3:48])[CH2:44]4)[n:29][c:30]3[CH2:31][CH2:32]2)[cH:5][cH:6][c:7]1[O:8][CH2:9][c:10]1[cH:11][c:12]([F:16])[cH:13][cH:14][cH:15]1. Reactants: Cl, [H][H], [N-]=[N+]=NC(C(=O)O)C1c2ccccc2CCc2ccccc21, C1CCOC1, O. Product: NC(C(=O)O)C1c2ccccc2CCc2ccccc21. Reaction SMILES: [ClH:23].[H:24][H:25].[N:1](=[N+:2]=[N-:3])[CH:4]([C:5](=[O:6])[OH:7])[CH:8]1[c:9]2[c:10]([cH:19][cH:20][cH:21][cH:22]2)[CH2:11][CH2:12][c:13]2[c:14]1[cH:15][cH:16][cH:17][cH:18]2.[O:26]1[CH2:27][CH2:28][CH2:29][CH2:30]1.[OH2:31]>>[NH2:1][CH:4]([C:5](=[O:6])[OH:7])[CH:8]1[c:9]2[c:10]([cH:19][cH:20][cH:21][cH:22]2)[CH2:11][CH2:12][c:13]2[c:14]1[cH:15][cH:16][cH:17][cH:18]2. Starting materials: Cl.C(C)SC=1C=C(C=CC1)N (3-ethylsulfanylphenylamine hydrochloride), O=C(OC(Cl)(Cl)Cl)Cl (diphosgene). Run in C1(=CC=CC=C1)C (toluene). Product: C(C)SC1=CC(=CC=C1)N=C=O (1-Ethylsulfanyl-3-isocyanatobenzene). As a reaction SMILES: Cl.[CH2:2]([S:4][C:5]1[CH:6]=[C:7]([NH2:11])[CH:8]=[CH:9][CH:10]=1)[CH3:3].[O:12]=[C:13](Cl)OC(Cl)(Cl)Cl>C1(C)C=CC=CC=1>[CH2:2]([S:4][C:5]1[CH:10]=[CH:9][CH:8]=[C:7]([N:11]=[C:13]=[O:12])[CH:6]=1)[CH3:3] |f:0.1|. Procedure: To a slurry of the above 3-ethylsulfanylphenylamine hydrochloride (31.6 mmol, 6 g) in toluene (100 mL) was added diphosgene (trichloromethyl chloroformate, 158 mmol, 31.3 g) and the mixture was refluxed for 2 hours affording a clear solution. The solvent was removed in vacuo and the residue was used without further purification. The product is COc1ccc(C(=O)Cc2ccccc2)c(C#CC2CC2)c1. As a reaction SMILES: [CH2:21]([c:22]1[cH:23][cH:24][cH:25][cH:26][cH:27]1)[Mg+:28].[CH2:29]1[O:30][CH2:31][CH2:32][CH2:33]1.[CH:1]1([C:4]#[C:5][c:6]2[c:7]([C:8](=[O:9])[N:10]([CH3:11])[O:12][CH3:13])[cH:14][cH:15][c:16]([O:18][CH3:19])[cH:17]2)[CH2:2][CH2:3]1.[Cl-:20]>>[CH:1]1([C:4]#[C:5][c:6]2[c:7]([C:8](=[O:9])[CH2:21][c:22]3[cH:23][cH:24][cH:25][cH:26][cH:27]3)[cH:14][cH:15][c:16]([O:18][CH3:19])[cH:17]2)[CH2:2][CH2:3]1. The reactants are [Mg+]Cc1ccccc1, C1CCOC1, COc1ccc(C(=O)N(C)OC)c(C#CC2CC2)c1, [Cl-]. Starting materials: Br, CC(=O)O, COc1ccccc1CN. Yields the product Br, NCc1ccccc1O. As a reaction SMILES: [BrH:11].[CH3:12][C:13](=[O:14])[OH:15].[CH3:1][O:2][c:3]1[c:4]([CH2:9][NH2:10])[cH:5][cH:6][cH:7][cH:8]1>>[BrH:11].[OH:2][c:3]1[c:4]([CH2:9][NH2:10])[cH:5][cH:6][cH:7][cH:8]1.